The task is: describe an organic reaction: reactants, conditions, products, and yield. This data is from the Open Reaction Database (ORD), a public repository of structured organic reaction records. The reactants are FC1=CC=C(C(=O)NC(CC(=O)OCC)C(=O)C2=COC=C2)C=C1 (ethyl 3-(4-fluorobenzoylamino)-3-(3-furylcarbonyl)propionate), P(=O)(Cl)(Cl)Cl (phosphorus oxychloride). Solvent: C(Cl)(Cl)Cl (chloroform). Product: FC1=CC=C(C=C1)C=1OC(=C(N1)CC(=O)OCC)C1=COC=C1 (ethyl 2-[2-(4-fluorophenyl)-5-(3-furyl)-4-oxazolyl]acetate). Isolated yield 66.1%. RXN SMILES: [F:1][C:2]1[CH:24]=[CH:23][C:5]([C:6]([NH:8][CH:9]([C:16]([C:18]2[CH:22]=[CH:21][O:20][CH:19]=2)=[O:17])[CH2:10][C:11]([O:13][CH2:14][CH3:15])=[O:12])=O)=[CH:4][CH:3]=1.P(Cl)(Cl)(Cl)=O>C(Cl)(Cl)Cl>[F:1][C:2]1[CH:24]=[CH:23][C:5]([C:6]2[O:17][C:16]([C:18]3[CH:22]=[CH:21][O:20][CH:19]=3)=[C:9]([CH2:10][C:11]([O:13][CH2:14][CH3:15])=[O:12])[N:8]=2)=[CH:4][CH:3]=1. Procedure: 8.0 g of ethyl 3-(4-fluorobenzoylamino)-3-(3-furylcarbonyl)propionate, 40 ml of chloroform and 20 g of phosphorus oxychloride are treated in the same manner as described in Example 1. 5.0 g of ethyl 2-[2-(4-fluorophenyl)-5-(3-furyl)-4-oxazolyl]acetate are thereby obtained. Yield: 65.8% Starting materials: C1(CCCC1)N1C(=C(C=C1)C#N)C=O (1-cyclopentyl-2-formyl-1H-3-pyrrolecarbonitrile), Cl.Cl.NN (hydrazine dihydrochloride). Solvent: C(C)O (ethanol). Product: C1(CCCC1)N1C=CC=2C1=CN=NC2N (1-cyclopentyl-1H-pyrrolo[2,3-d]pyridazin-4-amine). Reaction SMILES: [CH:1]1([N:6]2[CH:10]=[CH:9][C:8]([C:11]#[N:12])=[C:7]2[CH:13]=O)[CH2:5][CH2:4][CH2:3][CH2:2]1.Cl.Cl.[NH2:17][NH2:18]>C(O)C>[CH:1]1([N:6]2[C:7]3=[CH:13][N:17]=[N:18][C:11]([NH2:12])=[C:8]3[CH:9]=[CH:10]2)[CH2:2][CH2:3][CH2:4][CH2:5]1 |f:1.2.3|. Procedure details: A mixture of 1-cyclopentyl-2-formyl-1H-3-pyrrolecarbonitrile (0.525 g, 2.79 mmol) and hydrazine dihydrochloride (0.35 g, 3.35 mmol) in ethanol (30 mL) was heated at reflux for 2.5 hours then cooled to ambient temperature and purified by preparative reverse phase HPLC to give the title compound as a hydroscopic glass contaminated with ammonium acetate (594 mg) (60% by weight as determined by 1H NMR, yield=337 mg; 1H NMR (DMSO-d6, 400 MHz) δ 8.83 (s, 1H), 7.55 (d, 1H), 6.71 (d, 1H), 6.10 (bs, 2H),... Reactants: aldehyde, CC(CCC1=CC2=C(OCC(CO2)=O)C=C1)CC (7-(3-methylpentyl)benzo[b][1,4]dioxepin-3-one), CC1CCC=2C=C3C(=CC12)OCC(CO3)=O (1-methyl-2,3-dihydro-1H-5,9-dioxacyclohepta[f]inden-7-one), 2s, CC(CCC1=CC2=C(OCC(CO2)=O)C=C1)C (7-(3-methylbutyl)benzo[b][1,4]dioxepin-3-one), ( 21 ), ( 100 ), CC(CC1=CC2=C(OCC(CO2)=O)C=C1)CC (7-(2-methylbutyl)benzo[b][1,4]dioxepin-3-one), 2t, 2d, C(CCCC)C1=CC2=C(OCC(CO2)=O)C=C1 (7-Pentylbenzo[b][1,4]dioxepin-3-one). Yields the product CC(CC1=CC2=C(OCC(CO2)=O)C=C1)CCC (7-(2-Methylpentyl)benzo[b][1,4]dioxepin-3-one). RXN SMILES: C[CH:2]([CH2:17][CH3:18])[CH2:3][CH2:4][C:5]1[CH:16]=[CH:15][C:8]2[O:9][CH2:10][C:11](=[O:14])[CH2:12][O:13][C:7]=2[CH:6]=1.[CH2:19](C1C=CC2OCC(=O)COC=2C=1)CCCC.CC(CC)CC1C=CC2OCC(=O)COC=2C=1.CC(C)CCC1C=CC2OCC(=O)COC=2C=1.CC1C2C=C3OCC(=O)COC3=CC=2CC1>>[CH3:19][CH:3]([CH2:2][CH2:17][CH3:18])[CH2:4][C:5]1[CH:16]=[CH:15][C:8]2[O:9][CH2:10][C:11](=[O:14])[CH2:12][O:13][C:7]=2[CH:6]=1. Procedure details: Odor: Marine, floral-aldehyde odor. -IR (film): ν=1501/1434/1460/1580 cm−1 (ν C═C, Ar), 1265/1303/1201 cm−1 (ν ring), 1049 cm−(ν C—O—C), 1740 cm−1 (ν C═O), -1H-NMR (CDCl3): δ=0.83 (d, 3H, 2′-Me), 0.88 (t, J=7.0 Hz, 3H, 5′-H3), 1.11-1.40 (m, 4H, 3′-,4′-H2), 1.68 (mc1 1H, 2′-H), 2.26 (dd, J=13.6, 8.4 Hz, 1H, 1′-Hb), 2.54 (dd, J=13.6, 6.0 Hz, 1H, 1′-Ha), 4.69 (d, J=8.4 Hz, 4H, 2-,4-H2) 6.73 (dd, J=8.0, 2.0 Hz, 1H, 8-H), 6.78 (d, J=2.0 Hz, 1H, 6-H), 6.89 (d, J=8.0 Hz, 1H, 9-H). -13 C-NMR (CDCl3): δ=... Starting materials: N=1C=C(N2N=CC=CC21)N (imidazo[1,2-b]pyridazin-3-ylamine), N1=CC=CC=C1 (pyridine), ClC(=O)OC1=CC=CC=C1 (phenyl chloroformate). Run in CN(C)C=O (DMF), CCOC(=O)C (EtOAc). Run at time 3 hour. Product: C1(=CC=CC=C1)OC(NC1=CN=C2N1N=CC=C2)=O (imidazo[1,2-b]pyridazin-3-yl-carbamic acid phenyl ester). Isolated yield 71.9%. RXN SMILES: [N:1]1[CH:2]=[C:3]([NH2:10])[N:4]2[C:9]=1[CH:8]=[CH:7][CH:6]=[N:5]2.N1C=CC=CC=1.Cl[C:18]([O:20][C:21]1[CH:26]=[CH:25][CH:24]=[CH:23][CH:22]=1)=[O:19]>CN(C=O)C.CCOC(C)=O>[C:21]1([O:20][C:18](=[O:19])[NH:10][C:3]2[N:4]3[N:5]=[CH:6][CH:7]=[CH:8][C:9]3=[N:1][CH:2]=2)[CH:26]=[CH:25][CH:24]=[CH:23][CH:22]=1. Procedure details: To a solution of imidazo[1,2-b]pyridazin-3-ylamine (209 mg, 1.56 mmol) in dry DMF (5.0 mL) was added pyridine (382 μL, 4.68 mmol) and phenyl chloroformate (244 mg, 1.56 mmol). After 3 h at rt, the mixture was diluted with EtOAc (100 mL) and washed with saturated aqueous NaHCO3 (50 mL). The organic layer was dried (MgSO4) and concentrated. The residue was purified (FCC) to give imidazo[1,2-b]pyridazin-3-yl-carbamic acid phenyl ester (285 mg, 72%). MS (ESI+): calcd for C13H10N4O2 m/z 254.08, found... The reactants are ClC1=CC=C(C=C1)[N+](=O)[O-] (p-chloronitrobenzene), [H-].[Na+] (sodium hydride), C(C)C(C(=O)OCC)C(=O)OCC (diethyl ethylmalonate), [H][H] (hydrogen). The solvent is CN(C=O)C (N,N-dimethylformamide), CN(C=O)C (N,N-dimethylformamide). Run at temperature 100 celsius. Product: C(C)C(C(=O)OCC)(C(=O)OCC)C1=CC=C(C=C1)[N+](=O)[O-] (diethyl 2-ethyl-2-(4-nitrophenyl)malonate). Yield: 78.5%. As a reaction SMILES: [H-].[Na+].[CH2:3]([CH:5]([C:11]([O:13][CH2:14][CH3:15])=[O:12])[C:6]([O:8][CH2:9][CH3:10])=[O:7])[CH3:4].[H][H].Cl[C:19]1[CH:24]=[CH:23][C:22]([N+:25]([O-:27])=[O:26])=[CH:21][CH:20]=1>CN(C)C=O>[CH2:3]([C:5]([C:19]1[CH:24]=[CH:23][C:22]([N+:25]([O-:27])=[O:26])=[CH:21][CH:20]=1)([C:11]([O:13][CH2:14][CH3:15])=[O:12])[C:6]([O:8][CH2:9][CH3:10])=[O:7])[CH3:4] |f:0.1|. Procedure: In 100 ml of N,N-dimethylformamide was suspended 11 g of 50% sodium hydride which had been washed with n-hexane and the suspension was stirred under ice cooling. Thereafter, 37.6 g (0.2 mole) of diethyl ethylmalonate was added dropwise thereto and stirring was continued until evolution of hydrogen ceased. Subsequently, a solution of 31.51 g (0.2 mole) of p-chloronitrobenzene in 50 ml of N,N-dimethylformamide was added dropwise. At the end of the dropwise addition, the mixture was heated on an oi... Reactants: CCOC(=O)CBr, C[SiH](C)C(OCc1ccccc1)C(O)COC(C)(C)C, [H-], [Na+], C1CCOC1. The product is CCOC(=O)COC(COC(C)(C)C)C(OCc1ccccc1)[SiH](C)C. As a reaction SMILES: [Br:23][CH2:24][C:25](=[O:26])[O:27][CH2:28][CH3:29].[CH2:3]([c:4]1[cH:5][cH:6][cH:7][cH:8][cH:9]1)[O:10][CH:11]([CH:12]([OH:13])[CH2:14][O:15][C:16]([CH3:17])([CH3:18])[CH3:19])[SiH:20]([CH3:21])[CH3:22].[H-:1].[Na+:2].[O:30]1[CH2:31][CH2:32][CH2:33][CH2:34]1>>[CH2:3]([c:4]1[cH:5][cH:6][cH:7][cH:8][cH:9]1)[O:10][CH:11]([CH:12]([O:13][CH2:24][C:25](=[O:26])[O:27][CH2:28][CH3:29])[CH2:14][O:15][C:16]([CH3:17])([CH3:18])[CH3:19])[SiH:20]([CH3:21])[CH3:22]. The reactants are C1(=CC=CC=C1)C(C[SiH](Cl)Cl)C (3-phenyl-1,1-dichloro-1-silabutane), C=CC1=CC=CC=C1 (styrene). The reagents and catalysts are [H+].[H+].Cl[Pt-2](Cl)(Cl)(Cl)(Cl)Cl (chloroplatinic acid). The solvent is C(C)(C)O (isopropanol). Yields the product Cl[Si](CCC1=CC=CC=C1)(CC(C)C1=CC=CC=C1)Cl (3,3-dichloro-1,5-diphenyl-3-silahexane). The yield is 74.0%. RXN SMILES: [C:1]1([CH:7]([CH3:12])[CH2:8][SiH:9]([Cl:11])[Cl:10])[CH:6]=[CH:5][CH:4]=[CH:3][CH:2]=1.[CH2:13]=[CH:14][C:15]1[CH:20]=[CH:19][CH:18]=[CH:17][CH:16]=1>C(O)(C)C.[H+].[H+].Cl[Pt-2](Cl)(Cl)(Cl)(Cl)Cl>[Cl:10][Si:9]([Cl:11])([CH2:8][CH:7]([C:1]1[CH:6]=[CH:5][CH:4]=[CH:3][CH:2]=1)[CH3:12])[CH2:13][CH2:14][C:15]1[CH:20]=[CH:19][CH:18]=[CH:17][CH:16]=1 |f:3.4.5|. Procedure: In the same apparatus and procedures as EXAMPLE 1, 10.0 g (0.046 mole) of 3-phenyl-1,1-dichloro-1-silabutane, 7.2 g (0.07 mole) of styrene, and 20 μl of 1% chloroplatinic acid in isopropanol were placed and reacted for 3 hours under the dry nitrogen atmosphere at 60° C. Vacuum distillation of the reaction products gave 11.0 g (bp, 133°-5° C./0.6 mmHg) of 3,3-dichloro-1,5-diphenyl-3-silahexane.